From a dataset of the Open Reaction Database (ORD), a public repository of structured organic reaction records. describe an organic reaction: reactants, conditions, products, and yield Starting materials: IC1CN(C1)C(=O)OC(C)(C)C (tert-butyl 3-iodoazetidine-1-carboxylate), IC1=CC=C(C=C1)[N+](=O)[O-] (1-iodo-4-nitrobenzene), O1C(=CC=C1)P(C=1OC=CC1)C=1OC=CC1 (tri-2-furylphosphine), C[Si](C)(C)Cl (Trimethylsilyl chloride), BrCCBr (1,2-Dibromoethane). Reagents/catalysts: C=1C=CC(=CC1)/C=C/C(=O)/C=C/C2=CC=CC=C2.C=1C=CC(=CC1)/C=C/C(=O)/C=C/C2=CC=CC=C2.C=1C=CC(=CC1)/C=C/C(=O)/C=C/C2=CC=CC=C2.[Pd].[Pd] (Pd2(dba)3), [Zn] (zinc). Run in C1CCOC1 (THF), C1CCOC1 (THF), C1CCOC1 (THF), C1CCOC1 (THF). Run at temperature 80 celsius, time 2 hour. Yields the product C(C)(C)(C)OC(=O)N1CC(C1)C1=CC=C(C=C1)[N+](=O)[O-] (tert-Butyl-3-(4-nitrophenyl)azetidine-1-carboxylate), oil. Isolated yield 72.0%. As a reaction SMILES: BrCCBr.C[Si](Cl)(C)C.I[CH:11]1[CH2:14][N:13]([C:15]([O:17][C:18]([CH3:21])([CH3:20])[CH3:19])=[O:16])[CH2:12]1.O1C=CC=C1P(C1OC=CC=1)C1OC=CC=1.I[C:39]1[CH:44]=[CH:43][C:42]([N+:45]([O-:47])=[O:46])=[CH:41][CH:40]=1>C1COCC1.[Zn].C1C=CC(/C=C/C(/C=C/C2C=CC=CC=2)=O)=CC=1.C1C=CC(/C=C/C(/C=C/C2C=CC=CC=2)=O)=CC=1.C1C=CC(/C=C/C(/C=C/C2C=CC=CC=2)=O)=CC=1.[Pd].[Pd]>[C:18]([O:17][C:15]([N:13]1[CH2:14][CH:11]([C:39]2[CH:44]=[CH:43][C:42]([N+:45]([O-:47])=[O:46])=[CH:41][CH:40]=2)[CH2:12]1)=[O:16])([CH3:21])([CH3:20])[CH3:19] |f:7.8.9.10.11|. Reported procedure: 1,2-Dibromoethane (0.146 mL, 1.69 mmol) was added to a vigorously stirred suspension of zinc dust (0.901 g, 13.8 mmol) in THF (3.5 mL) under a nitrogen atmosphere and the resulting suspension heated at 80° C. for 10 minutes. Trimethylsilyl chloride (0.202 mL, 1.59 mmol) in THF (1.75 mL) was added at room temperature and after stirring for 4 minutes a solution of tert-butyl 3-iodoazetidine-1-carboxylate (3.00 g, 10.6 mmol) in THF (3.5 mL) was added dropwise over a period of 15 minutes. The result... Starting materials: FC1=C2C(=C(C(=NC2=CC(=C1)F)N1CCNCC1)C)NC=1C=NC=C(C1)N1CCOCC1 (5,7-difluoro-3-methyl-N-(5-morpholinopyridin-3-yl)-2-(piperazin-1-yl)quinolin-4-amine), N1=CC(=CC=C1)S(=O)(=O)Cl (pyridine-3-sulfonyl chloride). Product: FC1=C2C(=C(C(=NC2=CC(=C1)F)N1CCN(CC1)S(=O)(=O)C=1C=NC=CC1)C)NC=1C=NC=C(C1)N1CCOCC1 (5,7-difluoro-3-methyl-N-(5-morpholinopyridin-3-yl)-2-(4-(pyridin-3-ylsulfonyl)piperazin-1-yl)quinolin-4-amine). RXN SMILES: [F:1][C:2]1[CH:11]=[C:10]([F:12])[CH:9]=[C:8]2[C:3]=1[C:4]([NH:20][C:21]1[CH:22]=[N:23][CH:24]=[C:25]([N:27]3[CH2:32][CH2:31][O:30][CH2:29][CH2:28]3)[CH:26]=1)=[C:5]([CH3:19])[C:6]([N:13]1[CH2:18][CH2:17][NH:16][CH2:15][CH2:14]1)=[N:7]2.[N:33]1[CH:38]=[CH:37][CH:36]=[C:35]([S:39](Cl)(=[O:41])=[O:40])[CH:34]=1>>[F:1][C:2]1[CH:11]=[C:10]([F:12])[CH:9]=[C:8]2[C:3]=1[C:4]([NH:20][C:21]1[CH:22]=[N:23][CH:24]=[C:25]([N:27]3[CH2:32][CH2:31][O:30][CH2:29][CH2:28]3)[CH:26]=1)=[C:5]([CH3:19])[C:6]([N:13]1[CH2:14][CH2:15][N:16]([S:39]([C:35]3[CH:34]=[N:33][CH:38]=[CH:37][CH:36]=3)(=[O:41])=[O:40])[CH2:17][CH2:18]1)=[N:7]2. Reported procedure: Prepared according to Procedure M using 5,7-difluoro-3-methyl-N-(5-morpholinopyridin-3-yl)-2-(piperazin-1-yl)quinolin-4-amine (50 mg, 0.11 mmol) and pyridine-3-sulfonyl chloride to give 5,7-difluoro-3-methyl-N-(5-morpholinopyridin-3-yl)-2-(4-(pyridin-3-ylsulfonyl)piperazin-1-yl)quinolin-4-amine. 1H NMR (DMSO-d6) δ ppm 1.98 (d, J=6.0 Hz, 3H), 3.04 (t, J=4.8 Hz, 4H), 3.18 (br s, 4H), 3.33-3.37 (m, 4H), 3.69 (t, J=4.4 Hz, 4H), 6.48 (s, 1H), 7.13-7.19 (m, 1H), 7.25-7.28 (m, 1H), 7.50 (d, J=2.0 Hz, 1... The reactants are S(O)(O)(=O)=O (sulfuric acid), COC(=O)C1=C(N=C(S1)CC(C=1C(=NOC1C)C1=CC=CC=C1)O)C (2-[2-hydroxy-2-(5-methyl-3-phenyl-isoxazol-4-yl)-ethyl]-4-methyl-thiazole-5-carboxylic acid methyl ester). Solvent: C([O-])(O)=O.[Na+] (sodium bicarbonate). Conditions: temperature 90 celsius. Yields the product COC(=O)C1=C(N=C(S1)\C=C\C=1C(=NOC1C)C1=CC=CC=C1)C (4-Methyl-2-[(E)-2-(5-methyl-3-phenyl-isoxazol-4-yl)-vinyl]-thiazole-5-carboxylic acid methyl ester). Isolated yield 83.9%. RXN SMILES: S(=O)(=O)(O)O.[CH3:6][O:7][C:8]([C:10]1[S:14][C:13]([CH2:15][CH:16](O)[C:17]2[C:18]([C:23]3[CH:28]=[CH:27][CH:26]=[CH:25][CH:24]=3)=[N:19][O:20][C:21]=2[CH3:22])=[N:12][C:11]=1[CH3:30])=[O:9]>C(=O)(O)[O-].[Na+]>[CH3:6][O:7][C:8]([C:10]1[S:14][C:13](/[CH:15]=[CH:16]/[C:17]2[C:18]([C:23]3[CH:28]=[CH:27][CH:26]=[CH:25][CH:24]=3)=[N:19][O:20][C:21]=2[CH3:22])=[N:12][C:11]=1[CH3:30])=[O:9] |f:2.3|. Reported procedure: Concentrated sulfuric acid (5 mL) was added to 2-[2-hydroxy-2-(5-methyl-3-phenyl-isoxazol-4-yl)-ethyl]-4-methyl-thiazole-5-carboxylic acid methyl ester (200 mg, 0.56 mmol) then the mixture was heated at 90° C. for 10 min. The solution was carefully dropped into saturated sodium bicarbonate solution (100 mL) then extracted with ether. The combined organic extracts were dried, filtered and concentrated, to give the title compound (160 mg, 84%) as a yellow oil which solidified on standing to a yell... Starting materials: [H-].[Na+] (Sodium hydride), ClC=1C2=C(N=C(N1)CCCC)C(=CN2)I (4-chloro-7-iodo-2-butyl-5H-pyrrolo[3,2-d]pyrimidine), ClCOCC1=CC=CC=C1 (benzyl chloromethyl ether). Run in CN(C)C=O (DMF). Product: C(C1=CC=CC=C1)OCN1C=C(C=2N=C(N=C(C21)Cl)CCCC)I (5-((Benzyloxy)methyl)-2-butyl-4-chloro-7-iodo-5H-pyrrolo[3,2-d]pyrimidine). The yield is 94.8%. As a reaction SMILES: [H-].[Na+].[Cl:3][C:4]1[C:5]2[NH:16][CH:15]=[C:14]([I:17])[C:6]=2[N:7]=[C:8]([CH2:10][CH2:11][CH2:12][CH3:13])[N:9]=1.Cl[CH2:19][O:20][CH2:21][C:22]1[CH:27]=[CH:26][CH:25]=[CH:24][CH:23]=1>CN(C=O)C>[CH2:21]([O:20][CH2:19][N:16]1[C:5]2[C:4]([Cl:3])=[N:9][C:8]([CH2:10][CH2:11][CH2:12][CH3:13])=[N:7][C:6]=2[C:14]([I:17])=[CH:15]1)[C:22]1[CH:27]=[CH:26][CH:25]=[CH:24][CH:23]=1 |f:0.1|. Procedure details: Sodium hydride (0.338 g, 60% in oil, 14.08 mmol) was added portionwise to a stirred solution of 4-chloro-7-iodo-2-butyl-5H-pyrrolo[3,2-d]pyrimidine (2.19 g, 6.53 mmol) in DMF (30 mL) cooled in an ice-bath. After 30 minutes benzyl chloromethyl ether (1.13 mL, 1.278 g, 8.16 mmol) was added and the reaction stirred at room temperature. The reaction mixture was quenched with water and the resultant mixture partitioned between ethyl acetate (150 mL) and water (150 mL). The organic phase was washed wi... Starting materials: NC1=CC=CC=2CCCCC12 (1-amino-5,6,7,8-tetrahydronaphthalene), Cl.ClCCNCCCl (bis-(2-chloroethyl)amine hydrochloride). Run in C(CCC)O (n-butanol). Run at temperature 20 celsius. The product is Cl.Cl.C1(=CC=CC=2CCCCC12)N1CCNCC1 (1-(5,6,7,8-Tetrahydronaphth-1-yl)piperazine dihydrochloride), solid. Reaction SMILES: [NH2:1][C:2]1[C:11]2[CH2:10][CH2:9][CH2:8][CH2:7][C:6]=2[CH:5]=[CH:4][CH:3]=1.[ClH:12].[Cl:13][CH2:14][CH2:15][NH:16][CH2:17][CH2:18]Cl>C(O)CCC>[ClH:13].[ClH:12].[C:2]1([N:1]2[CH2:18][CH2:17][NH:16][CH2:15][CH2:14]2)[C:11]2[CH2:10][CH2:9][CH2:8][CH2:7][C:6]=2[CH:5]=[CH:4][CH:3]=1 |f:1.2,4.5.6|. Reported procedure: A mixture of 1-amino-5,6,7,8-tetrahydronaphthalene (2.44 g, 16.60 mmol) and bis-(2-chloroethyl)amine hydrochloride (2.69 g, 15.09 mmol) in n-butanol (15 mL) was heated at reflux under nitrogen for 3 d. The reaction was cooled to 20° C. The white precipitate was collected by filtration and washed with n-butanol, then dried under vacuum. The title compound was obtained as a white solid (1.64 g). NMR (300 MHz, CD3OD) δ 7.1 (1H, t, J=8 Hz), 6.9 (1H, d, J=8 Hz), 6.15 (1H, d, J=8 Hz), 3.35 (4H, m), 3.... The yield is 41.0%. The reactants are C[Si](C)(C)C#C (trimethylsilyl-acetylene), BrC1=CC(=NC=C1)C#N (4-Bromo-2-pyridinecarbonitrile), C1(=CC=CC=C1)P(C1=CC=CC=C1)C1=CC=CC=C1 (Triphenylphosphine). Procedure: 4-Bromo-2-pyridinecarbonitrile [Cesko-Slovenska Farmacie 25(5),181(1976)] (0.73 g, 4.0 mmol) was dissolved in 18 mL dry THF. This mixture was evacuated and backfilled with argon several times to remove oxygen from the solution. Triphenylphosphine (31 mg, 0.12 mmol) and bis(triphenylphosphine)palladium(II) chloride (141 mg, 0.20 mmol) were added and the reaction mixture was stirred at room temperature for 1 h. Copper(I) iodide (23 mg, 0.12 mmol) and trimethylsilyl-acetylene (590 mg, 6.0 mmol) wer... The reagents and catalysts are [Cu]I (Copper(I) iodide), Cl[Pd]([P](C1=CC=CC=C1)(C2=CC=CC=C2)C3=CC=CC=C3)([P](C4=CC=CC=C4)(C5=CC=CC=C5)C6=CC=CC=C6)Cl (bis(triphenylphosphine)palladium(II) chloride). Run in C1CCOC1 (THF). RXN SMILES: Br[C:2]1[CH:7]=[CH:6][N:5]=[C:4]([C:8]#[N:9])[CH:3]=1.C1(P(C2C=CC=CC=2)C2C=CC=CC=2)C=CC=CC=1.[CH3:29][Si:30]([C:33]#[CH:34])([CH3:32])[CH3:31]>C1COCC1.Cl[Pd](Cl)([P](C1C=CC=CC=1)(C1C=CC=CC=1)C1C=CC=CC=1)[P](C1C=CC=CC=1)(C1C=CC=CC=1)C1C=CC=CC=1.[Cu]I>[CH3:29][Si:30]([C:33]#[C:34][C:2]1[CH:7]=[CH:6][N:5]=[C:4]([C:8]#[N:9])[CH:3]=1)([CH3:32])[CH3:31] |^1:42,61|. The product is C[Si](C)(C)C#CC1=CC(=NC=C1)C#N (4-Trimethylsilanylethynyl-pyridine-2-carbonitrile), oil. Run at time 1 hour.